This data is from the Open Reaction Database (ORD), a public repository of structured organic reaction records. The task is: describe an organic reaction: reactants, conditions, products, and yield Reactants: COC(=O)COc1cc(OC)cc(OC)c1C(=O)CCc1ccc(OC)cc1, CO, Cl, [K+], [OH-]. Yields the product COc1ccc(CCC(=O)c2c(OC)cc(OC)cc2OCC(=O)O)cc1. Reaction SMILES: [CH3:1][O:2][c:3]1[cH:4][c:5]([O:23][CH2:24][C:25](=[O:26])[O:27][CH3:28])[c:6]([C:11]([CH2:12][CH2:13][c:14]2[cH:15][cH:16][c:17]([O:20][CH3:21])[cH:18][cH:19]2)=[O:22])[c:7]([O:9][CH3:10])[cH:8]1.[CH3:32][OH:33].[ClH:31].[K+:30].[OH-:29]>>[CH3:1][O:2][c:3]1[cH:4][c:5]([O:23][CH2:24][C:25](=[O:26])[OH:27])[c:6]([C:11]([CH2:12][CH2:13][c:14]2[cH:15][cH:16][c:17]([O:20][CH3:21])[cH:18][cH:19]2)=[O:22])[c:7]([O:9][CH3:10])[cH:8]1.